From a dataset of the Open Reaction Database (ORD), a public repository of structured organic reaction records. describe an organic reaction: reactants, conditions, products, and yield The reactants are C(C)OC(=O)C=1N=CC=2N(C3=CC=CC(=C3C2C1COC)CC1=C(C=CC=C1)Cl)S(=O)(=O)C1=CC=C(C)C=C1 (5-(2-chlorobenzyl)-4-methoxymethyl-9-tosyl-β-carboline-3-carboxylic acid ethyl ester), CCOCC (ether), solution, C1(=CC=CC=C1)[Li] (phenyllithium). Run in O1CCCC1 (tetrahydrofuran). Run at temperature -70 celsius, time 15 minute. Yields the product C(C1=CC=CC=C1)(=O)C=1N=CC=2NC3=CC=CC(=C3C2C1COC)CC1=C(C=CC=C1)Cl (3-benzoyl-5-(2-chlorobenzyl)-4-methoxymethyl-β-carboline). The yield is 16.0%. As a reaction SMILES: C([O:3][C:4]([C:6]1[N:7]=[CH:8][C:9]2[N:10](S(C3C=CC(C)=CC=3)(=O)=O)[C:11]3[C:16]([C:17]=2[C:18]=1[CH2:19][O:20][CH3:21])=[C:15]([CH2:22][C:23]1[CH:28]=[CH:27][CH:26]=[CH:25][C:24]=1[Cl:29])[CH:14]=[CH:13][CH:12]=3)=O)C.[C:40]1([Li])[CH:45]=[CH:44][CH:43]=[CH:42][CH:41]=1.CCOCC>O1CCCC1>[C:4]([C:6]1[N:7]=[CH:8][C:9]2[NH:10][C:11]3[C:16]([C:17]=2[C:18]=1[CH2:19][O:20][CH3:21])=[C:15]([CH2:22][C:23]1[CH:28]=[CH:27][CH:26]=[CH:25][C:24]=1[Cl:29])[CH:14]=[CH:13][CH:12]=3)(=[O:3])[C:40]1[CH:45]=[CH:44][CH:43]=[CH:42][CH:41]=1. Procedure: To a solution of 1.2 g (0.0021 mol) of 5-(2-chlorobenzyl)-4-methoxymethyl-9-tosyl-β-carboline-3-carboxylic acid ethyl ester in 60 ml of absolute tetrahydrofuran is slowly added 2.4 ml of a 2-molar solution of phenyllithium in bezene/ether at -70° C. under argon protection. The reaction mixture is stirred for another 15 minutes at -70° C. then for 3 hours at room temperature and finally for one hour at 35° C. The it is concentrated by evaporation. The residue is taken up in 150 ml of ethyl acetat... Starting materials: BrC1=CC=C2C=NC(=NN21)NC2=CC=C(C=C2)N2CCN(CC2)C ((7-Bromo-pyrrolo[2,1-f][1,2,4]triazin-2-yl)-[4-(4-methyl-piperazin-1-yl)-phenyl]-amine), COCC1=CC=C(C=C1)B(O)O (4-Methoxymethylphenylboronic acid), C1(=CC=CC=C1)P(C1=CC=CC=C1)C1=CC=CC=C1 (Triphenylphosphine), CN(C=O)C (N,N-Dimethylformamide), O1CCOCC1 (1,4-Dioxane), C([O-])([O-])=O.[Na+].[Na+] (Sodium carbonate), O (Water). The reagents and catalysts are C(C)(=O)[O-].[Pd+2].C(C)(=O)[O-] (Palladium Acetate). The solvent is C(Cl)Cl (DCM). Run at temperature 90 celsius. Yields the product COCC1=CC=C(C=C1)C1=CC=C2C=NC(=NN21)NC2=CC=C(C=C2)N2CCN(CC2)C ([7-(4-Methoxymethyl-phenyl)-pyrrolo[2,1-f][1,2,4]triazin-2-yl]-[4-(4-methyl-piperazin-1-yl)-phenyl]-amine). Isolated yield 94.4%. Reaction SMILES: Br[C:2]1[N:10]2[C:5]([CH:6]=[N:7][C:8]([NH:11][C:12]3[CH:17]=[CH:16][C:15]([N:18]4[CH2:23][CH2:22][N:21]([CH3:24])[CH2:20][CH2:19]4)=[CH:14][CH:13]=3)=[N:9]2)=[CH:4][CH:3]=1.[CH3:25][O:26][CH2:27][C:28]1[CH:33]=[CH:32][C:31](B(O)O)=[CH:30][CH:29]=1.C1(P(C2C=CC=CC=2)C2C=CC=CC=2)C=CC=CC=1.CN(C)C=O.O1CCOCC1.C(=O)([O-])[O-].[Na+].[Na+].O>C([O-])(=O)C.[Pd+2].C([O-])(=O)C.C(Cl)Cl>[CH3:25][O:26][CH2:27][C:28]1[CH:33]=[CH:32][C:31]([C:2]2[N:10]3[C:5]([CH:6]=[N:7][C:8]([NH:11][C:12]4[CH:17]=[CH:16][C:15]([N:18]5[CH2:19][CH2:20][N:21]([CH3:24])[CH2:22][CH2:23]5)=[CH:14][CH:13]=4)=[N:9]3)=[CH:4][CH:3]=2)=[CH:30][CH:29]=1 |f:5.6.7,9.10.11|. Procedure: (7-Bromo-pyrrolo[2,1-f][1,2,4]triazin-2-yl)-[4-(4-methyl-piperazin-1-yl)-phenyl]-amine (85 mg, 0.22 mmol), 4-Methoxymethylphenylboronic acid (72.8 mg, 0.439 mmol), Triphenylphosphine (16 mg, 0.062 mmol) and Palladium Acetate (4.9 mg, 0.022 mmol) were placed in a vial and purged with vac/N2. N,N-Dimethylformamide (4.0 mL, 52 mmol), 1,4-Dioxane (2.0 mL, 26 mmol) and 2.00 M of Sodium carbonate in Water (1.02 mL, 2.04 mmol) were added and the mixture again purged (vac/N2) before being heated to 90° ... Reactants: COC1=CC=CC=2CN(CCC(C21)C2=CC=CC=C2)C (6-methoxy-2-methyl-5-phenyl-2,3,4,5-tetrahydro-1H-benzo[c]azepine), C(\C=C\C(=O)O)(=O)O (fumaric acid). Run in C(C)O (ethanol), CO (methanol). Product: C(\C=C\C(=O)O)(=O)O.COC1=CC=CC=2CN(CCC(C21)C2=CC=CC=C2)C ((+/−)-6-methoxy-2-methyl-5-phenyl-2,3,4,5-tetrahydro-1H-benzo[c]azepine, fumarate salt). Isolated yield 52.2%. As a reaction SMILES: [CH3:1][O:2][C:3]1[C:13]2[CH:12]([C:14]3[CH:19]=[CH:18][CH:17]=[CH:16][CH:15]=3)[CH2:11][CH2:10][N:9]([CH3:20])[CH2:8][C:7]=2[CH:6]=[CH:5][CH:4]=1.[C:21]([OH:28])(=[O:27])/[CH:22]=[CH:23]/[C:24]([OH:26])=[O:25]>C(O)C.CO>[C:21]([OH:28])(=[O:27])/[CH:22]=[CH:23]/[C:24]([OH:26])=[O:25].[CH3:1][O:2][C:3]1[C:13]2[CH:12]([C:14]3[CH:19]=[CH:18][CH:17]=[CH:16][CH:15]=3)[CH2:11][CH2:10][N:9]([CH3:20])[CH2:8][C:7]=2[CH:6]=[CH:5][CH:4]=1 |f:4.5|. Reported procedure: To a solution of 6-methoxy-2-methyl-5-phenyl-2,3,4,5-tetrahydro-1H-benzo[c]azepine from step B (334 mg, 1.25 mmol) in ethanol (5 mL) was added fumaric acid (145 mg, 1.25 mmol) in methanol (3 mL). The solvent was removed under reduced pressure. The residue was triturated with ethyl acetate and diethyl ether. The resulting precipitate was collected by filtration, washed with diethyl ether, and dried at 50° C. under vacuum to provide (+/−)-6-methoxy-2-methyl-5-phenyl-2,3,4,5-tetrahydro-1H-benzo[c]a...